From a dataset of the Open Reaction Database (ORD), a public repository of structured organic reaction records. describe an organic reaction: reactants, conditions, products, and yield RXN SMILES: [Br:26][CH2:27][CH2:28][Br:29].[CH2:1]([CH2:2][CH2:3][CH2:4][CH2:5][CH2:6][CH2:7][CH2:8][CH2:9][CH2:10][CH2:11][CH3:12])[CH:13]([C:14]#[N:15])[c:16]1[cH:17][c:18]([O:24][CH3:25])[c:19]([O:22][CH3:23])[cH:20][cH:21]1.[CH3:38][c:39]1[cH:40][cH:41][cH:42][cH:43][cH:44]1.[CH:30]([N-:31][CH:32]([CH3:33])[CH3:34])([CH3:35])[CH3:36].[Li+:37]>>[CH2:1]([CH2:2][CH2:3][CH2:4][CH2:5][CH2:6][CH2:7][CH2:8][CH2:9][CH2:10][CH2:11][CH3:12])[C:13]([C:14]#[N:15])([c:16]1[cH:17][c:18]([O:24][CH3:25])[c:19]([O:22][CH3:23])[cH:20][cH:21]1)[CH2:28][CH2:27][Br:26]. Product: CCCCCCCCCCCCC(C#N)(CCBr)c1ccc(OC)c(OC)c1. Reactants: BrCCBr, CCCCCCCCCCCCC(C#N)c1ccc(OC)c(OC)c1, Cc1ccccc1, CC(C)[N-]C(C)C, [Li+].